From a dataset of the Open Reaction Database (ORD), a public repository of structured organic reaction records. describe an organic reaction: reactants, conditions, products, and yield Starting materials: BrCCCC1N(CCCC1)C(=O)OCC1=CC=CC=C1 (Phenylmethyl 2-(3-bromopropyl)-1-piperidinecarboxylate), OCCCCCC1CN(CCC1)C(=O)OCC1=CC=CC=C1 (phenylmethyl 3-(5-hydroxypentyl)-1-piperidinecarboxylate). Product: BrCCCCCC1CN(CCC1)C(=O)OCC1=CC=CC=C1 (Phenylmethyl 3-(5-bromopentyl)-1-piperidinecarboxylate). RXN SMILES: [Br:1]CCCC1CCCCN1C(OCC1C=CC=CC=1)=O.O[CH2:22][CH2:23][CH2:24][CH2:25][CH2:26][CH:27]1[CH2:32][CH2:31][CH2:30][N:29]([C:33]([O:35][CH2:36][C:37]2[CH:42]=[CH:41][CH:40]=[CH:39][CH:38]=2)=[O:34])[CH2:28]1>>[Br:1][CH2:22][CH2:23][CH2:24][CH2:25][CH2:26][CH:27]1[CH2:32][CH2:31][CH2:30][N:29]([C:33]([O:35][CH2:36][C:37]2[CH:42]=[CH:41][CH:40]=[CH:39][CH:38]=2)=[O:34])[CH2:28]1. Reported procedure: Prepared similarly to Intermediate 30 from phenylmethyl 3-(5-hydroxypentyl)-1-piperidinecarboxylate.